From a dataset of the Open Reaction Database (ORD), a public repository of structured organic reaction records. describe an organic reaction: reactants, conditions, products, and yield Starting materials: OC(C[C@@]1(CCN(C(O1)=O)[C@@H]1CNCCC1)C1=CC=CC=C1)(C)C ((S)-6-(2-hydroxy-2-methylpropyl)-6-phenyl-3-((S)-piperidin-3-yl)-1,3-oxazinan-2-one), ClC1=C(N=NC(=C1)Cl)C (4,6-dichloro-3-methylpyridazine). Product: ClC=1C=C(N=NC1C)N1C[C@H](CCC1)N1C(O[C@](CC1)(C1=CC=CC=C1)CC(C)(C)O)=O ((S)-3-((S)-1-(5-chloro-6-methylpyridazin-3-yl)piperidin-3-yl)-6-(2-hydroxy-2-methylpropyl)-6-phenyl-1,3-oxazinan-2-one). As a reaction SMILES: [OH:1][C:2]([CH3:24])([CH3:23])[CH2:3][C@@:4]1([C:17]2[CH:22]=[CH:21][CH:20]=[CH:19][CH:18]=2)[O:9][C:8](=[O:10])[N:7]([C@H:11]2[CH2:16][CH2:15][CH2:14][NH:13][CH2:12]2)[CH2:6][CH2:5]1.[Cl:25][C:26]1[CH:31]=[C:30](Cl)[N:29]=[N:28][C:27]=1[CH3:33]>>[Cl:25][C:26]1[CH:31]=[C:30]([N:13]2[CH2:14][CH2:15][CH2:16][C@H:11]([N:7]3[CH2:6][CH2:5][C@:4]([CH2:3][C:2]([OH:1])([CH3:24])[CH3:23])([C:17]4[CH:18]=[CH:19][CH:20]=[CH:21][CH:22]=4)[O:9][C:8]3=[O:10])[CH2:12]2)[N:29]=[N:28][C:27]=1[CH3:33]. Procedure details: The title compound was prepared from (S)-6-(2-hydroxy-2-methylpropyl)-6-phenyl-3-((S)-piperidin-3-yl)-1,3-oxazinan-2-one and 4,6-dichloro-3-methylpyridazine following a procedure analogous to that described in Example 1. LC-MS Method 1 tR=1.37 min, m/z=459, 461(M+1). Starting materials: FC(F)Cl, [Na+], C1CCOC1, [OH-], O, N#Cc1ccc(O)cc1. Product: N#Cc1ccc(OC(F)F)cc1. As a reaction SMILES: [Cl:12][CH:13]([F:14])[F:15].[Na+:11].[O:17]1[CH2:18][CH2:19][CH2:20][CH2:21]1.[OH-:10].[OH2:16].[OH:1][c:2]1[cH:3][cH:4][c:5]([C:8]#[N:9])[cH:6][cH:7]1>>[O:1]([c:2]1[cH:3][cH:4][c:5]([C:8]#[N:9])[cH:6][cH:7]1)[CH:13]([F:14])[F:15]. The reactants are [OH-].[Na+] (sodium hydroxide), [N+](=O)([O-])C1=CC=C(C=C1)S (4-nitrobenzenethiol), Cl.ClCC1=NC=CC=C1 (2-(chloromethyl)pyridine hydrochloride). Solvent: C1CCOC1 (THF). The product is [N+](=O)([O-])C1=CC=C(C=C1)SCC1=NC=CC=C1 (2-[[(4-nitrophenyl)sulfanyl]methyl]pyridine). Yield: 71.4%. Reaction SMILES: [N+:1]([C:4]1[CH:9]=[CH:8][C:7]([SH:10])=[CH:6][CH:5]=1)([O-:3])=[O:2].[OH-].[Na+].Cl.Cl[CH2:15][C:16]1[CH:21]=[CH:20][CH:19]=[CH:18][N:17]=1>C1COCC1>[N+:1]([C:4]1[CH:9]=[CH:8][C:7]([S:10][CH2:15][C:16]2[CH:21]=[CH:20][CH:19]=[CH:18][N:17]=2)=[CH:6][CH:5]=1)([O-:3])=[O:2] |f:1.2,3.4|. Reported procedure: 4-nitrobenzenethiol (6.0 g) was dissolved in THF (120 ml), and to the solution was 1N sodium hydroxide (120 ml) and then, 2-(chloromethyl)pyridine hydrochloride (7.6 g), and the mixture was stirred for 15 minutes at room temperature. The solvent was removed under reduced pressure, and the obtained residue was added to water, and extracted with ethyl acetate. The organic layer was washed with saturated brine, and dried over magnesium sulfate. The solvent was removed under reduced pressure and the... Starting materials: ClC1=CC=C(C=C1)NS(=O)(=O)C=1C=CC(=NC1)CCCC(=O)OC (methyl 4-[5-(4-chlorophenylsulphamoyl)pyrid-2-yl]butanoate), [OH-].[Na+] (sodium hydroxide), Cl (hydrochloric acid). Solvent: C(C)O (ethanol). Reaction conditions: temperature 5 celsius, time 1 hour. The product is ClC1=CC=C(C=C1)NS(=O)(=O)C=1C=CC(=NC1)CCCC(=O)O (4-[5-(4-Chlorophenylsulphamoyl)pyrid-2-yl]-butanoic acid). Isolated yield 65.5%. As a reaction SMILES: [Cl:1][C:2]1[CH:7]=[CH:6][C:5]([NH:8][S:9]([C:12]2[CH:13]=[CH:14][C:15]([CH2:18][CH2:19][CH2:20][C:21]([O:23]C)=[O:22])=[N:16][CH:17]=2)(=[O:11])=[O:10])=[CH:4][CH:3]=1.[OH-].[Na+].Cl>C(O)C>[Cl:1][C:2]1[CH:3]=[CH:4][C:5]([NH:8][S:9]([C:12]2[CH:13]=[CH:14][C:15]([CH2:18][CH2:19][CH2:20][C:21]([OH:23])=[O:22])=[N:16][CH:17]=2)(=[O:11])=[O:10])=[CH:6][CH:7]=1 |f:1.2|. Reported procedure: A solution of methyl 4-[5-(4-chlorophenylsulphamoyl)pyrid-2-yl]butanoate (0.8 g), 10% w/v sodium hydroxide solution (5 ml) in ethanol (15 ml) was stirred for 1 hour. The solution was acidified with dilute hydrochloric acid (pH 3) and cooled to 5° C. The white precipitate was collected and recrystallised from ethanol to give the title compound (0.504 g) as prisms. m.p. 150°-152° C. Reactants: FC1=CC=C(C=C1)NN (4-Fluorophenylhydrazine), Cl (HCl). Product: Cl.NC1=CC=NN1C1=CC=C(C=C1)F (5-Amino-1-(4-fluorophenyl)-pyrazole hydrochloride). As a reaction SMILES: [F:1][C:2]1[CH:7]=[CH:6][C:5]([NH:8][NH2:9])=[CH:4][CH:3]=1.[ClH:10]>>[ClH:10].[NH2:8][C:5]1[N:8]([C:5]2[CH:6]=[CH:7][C:2]([F:1])=[CH:3][CH:4]=2)[N:9]=[CH:3][CH:4]=1 |f:2.3|. Reported procedure: 4-Fluorophenylhydrazine was converted to this product by the method described in Farmaco 22, 68, 1967. mp of HCl salt, 201°-210° The reactants are [BH3-]C#N, COc1cc2c(cc1OCc1ccccc1)C(C1(c3ccc(OC(F)(F)F)cc3)CCC1)NCC2, C=O, CC(=O)O, CC#N, Cl, [Na+], [Na+], [OH-]. Product: COc1cc2c(cc1OCc1ccccc1)C(C1(c3ccc(OC(F)(F)F)cc3)CCC1)N(C)CC2, Cl. As a reaction SMILES: [C:38]([BH3-:39])#[N:40].[CH2:1]([c:2]1[cH:3][cH:4][cH:5][cH:6][cH:7]1)[O:8][c:9]1[c:10]([O:34][CH3:35])[cH:11][c:12]2[c:17]([cH:18]1)[CH:16]([C:19]1([c:23]3[cH:24][cH:25][c:26]([O:29][C:30]([F:31])([F:32])[F:33])[cH:27][cH:28]3)[CH2:20][CH2:21][CH2:22]1)[NH:15][CH2:14][CH2:13]2.[CH2:36]=[O:37].[CH3:45][C:46](=[O:47])[OH:48].[CH3:49][C:50]#[N:51].[ClH:44].[Na+:41].[Na+:43].[OH-:42]>>[CH2:1]([c:2]1[cH:3][cH:4][cH:5][cH:6][cH:7]1)[O:8][c:9]1[c:10]([O:34][CH3:35])[cH:11][c:12]2[c:17]([cH:18]1)[CH:16]([C:19]1([c:23]3[cH:24][cH:25][c:26]([O:29][C:30]([F:31])([F:32])[F:33])[cH:27][cH:28]3)[CH2:20][CH2:21][CH2:22]1)[N:15]([CH3:38])[CH2:14][CH2:13]2.[ClH:44]. Starting materials: IC1=CC=C(C(=O)OC)C=C1 (methyl 4-iodobenzoate), C(=O)(OC(C)(C)C)N1CC(NCC1)=O (4-Boc-piperazinone), C([O-])([O-])=O.[K+].[K+] (potassium carbonate), CNCCNC (N,N′-dimethylethylenediamine). Reagents/catalysts: [Cu](I)I (copper iodide). Solvent: C(C)(=O)OCC (ethyl acetate), C1(=CC=CC=C1)C (toluene). Conditions: temperature 150 celsius. The product is COC(=O)C1=CC=C(C=C1)N1C(CN(CC1)C(=O)OC(C)(C)C)=O (tert-butyl 4-(4-(methoxycarbonyl)phenyl)-3-oxopiperazine-1-carboxylate). Reaction SMILES: I[C:2]1[CH:11]=[CH:10][C:5]([C:6]([O:8][CH3:9])=[O:7])=[CH:4][CH:3]=1.[C:12]([N:19]1[CH2:24][CH2:23][NH:22][C:21](=[O:25])[CH2:20]1)([O:14][C:15]([CH3:18])([CH3:17])[CH3:16])=[O:13].C(=O)([O-])[O-].[K+].[K+].CNCCNC>C1(C)C=CC=CC=1.C(OCC)(=O)C.[Cu](I)I>[CH3:9][O:8][C:6]([C:5]1[CH:10]=[CH:11][C:2]([N:22]2[CH2:23][CH2:24][N:19]([C:12]([O:14][C:15]([CH3:17])([CH3:16])[CH3:18])=[O:13])[CH2:20][C:21]2=[O:25])=[CH:3][CH:4]=1)=[O:7] |f:2.3.4|. Procedure: A mixture of 1 g of methyl 4-iodobenzoate, 920 mg of 4-Boc-piperazinone, 1.1 g of potassium carbonate, 32 mg of N,N′-dimethylethylenediamine and 70 mg of copper iodide in 10 mL of toluene was heated to 150° C. in a sealed microwave reactor for 3 h. The reaction mixture was diluted with ethyl acetate, washed with H2O, dried (MgSO4) and evaporated. Purified by silica gel chromatography (20-80% ethyl acetate/hexane) to afford tert-butyl 4-(4-(methoxycarbonyl)phenyl)-3-oxopiperazine-1-carboxylate. 5...